Dataset: the Open Reaction Database (ORD), a public repository of structured organic reaction records. Task: describe an organic reaction: reactants, conditions, products, and yield The reactants are BrC1=CC(=C(C(=C1)CC)N1C(=NC=C1)C1=CC=CC=C1)CC (1-(4-bromo-2,6-diethylphenyl)-2-phenyl-1H-imidazole), C1(=CC=CC=C1)B(O)O (phenylboronic acid), O.P(=O)([O-])([O-])[O-].[K+].[K+].[K+] (tripotassium phosphate monohydrate). Reagents/catalysts: C1(CCCCC1)P(C1=C(C=CC=C1)C1=C(C=CC=C1OC)OC)C1CCCCC1 (dicyclohexyl (2′,6′-dimethoxy-biphenyl-2-yl)phosphine). Run in C1(=CC=CC=C1)C (toluene), O (water). Yields the product C(C)C=1C=C(C=C(C1N1C(=NC=C1)C1=CC=CC=C1)CC)C1=CC=CC=C1 (1-(3,5-diethylbiphenyl-4-yl)-2-phenyl-1H-imidazole). Yield: 82.1%. As a reaction SMILES: Br[C:2]1[CH:7]=[C:6]([CH2:8][CH3:9])[C:5]([N:10]2[CH:14]=[CH:13][N:12]=[C:11]2[C:15]2[CH:20]=[CH:19][CH:18]=[CH:17][CH:16]=2)=[C:4]([CH2:21][CH3:22])[CH:3]=1.[C:23]1(B(O)O)[CH:28]=[CH:27][CH:26]=[CH:25][CH:24]=1.O.P([O-])([O-])([O-])=O.[K+].[K+].[K+]>C1(C)C=CC=CC=1.O.C1(P(C2CCCCC2)C2C=CC=CC=2C2C(OC)=CC=CC=2OC)CCCCC1>[CH2:21]([C:4]1[CH:3]=[C:2]([C:23]2[CH:28]=[CH:27][CH:26]=[CH:25][CH:24]=2)[CH:7]=[C:6]([CH2:8][CH3:9])[C:5]=1[N:10]1[CH:14]=[CH:13][N:12]=[C:11]1[C:15]1[CH:20]=[CH:19][CH:18]=[CH:17][CH:16]=1)[CH3:22] |f:2.3.4.5.6|. Procedure details: A 2-necked 250 mL round-bottom flask was charged with 1-(4-bromo-2,6-diethylphenyl)-2-phenyl-1H-imidazole (6.75 g, 19 mmol), phenylboronic acid (4.63 g, 38 mmol), dicyclohexyl (2′,6′-dimethoxy-biphenyl-2-yl)phosphine (0.312 g, 0.76 mmol), and tripotassium phosphate monohydrate (12.1 g, 51 mmol) in 100 mL of toluene and 10 mL of water. The mixture was degassed by bubbling nitrogen directly into solution for 20 min. Pd2(dba)3 was added and the reaction heated to reflux overnight under nitrogen. Th... Reactants: COc1ccc(CSCC(=O)O)cc1, CN(C)c1ccncc1, C(=NC1CCCCC1)=NC1CCCCC1, ClCCl, O=C1NC(c2ccccc2)CO1. Product: COc1ccc(CSCC(=O)N2C(=O)OCC2c2ccccc2)cc1. As a reaction SMILES: [CH3:1][O:2][c:3]1[cH:4][cH:5][c:6]([CH2:7][S:8][CH2:9][C:10](=[O:11])[OH:12])[cH:13][cH:14]1.[CH3:45][N:46]([CH3:47])[c:48]1[cH:49][cH:50][n:51][cH:52][cH:53]1.[CH:15]1([N:16]=[C:17]=[N:18][CH:19]2[CH2:20][CH2:21][CH2:22][CH2:23][CH2:24]2)[CH2:25][CH2:26][CH2:27][CH2:28][CH2:29]1.[Cl:42][CH2:43][Cl:44].[c:30]1([CH:36]2[NH:37][C:38](=[O:41])[O:39][CH2:40]2)[cH:31][cH:32][cH:33][cH:34][cH:35]1>>[CH3:1][O:2][c:3]1[cH:4][cH:5][c:6]([CH2:7][S:8][CH2:9][C:10](=[O:12])[N:37]2[CH:36]([c:30]3[cH:31][cH:32][cH:33][cH:34][cH:35]3)[CH2:40][O:39][C:38]2=[O:41])[cH:13][cH:14]1. Starting materials: CCOC(=O)CCCCC(=NOCc1ccc(OCc2nc(-c3ccccc3)oc2C)cc1)c1ccccc1, Cl, [Na+], C1CCOC1, [OH-]. Product: Cc1oc(-c2ccccc2)nc1COc1ccc(CON=C(CCCCC(=O)O)c2ccccc2)cc1. Reaction SMILES: [CH3:3][c:4]1[c:5]([CH2:15][O:16][c:17]2[cH:18][cH:19][c:20]([CH2:21][O:22][N:23]=[C:24]([CH2:25][CH2:26][CH2:27][CH2:28][C:29](=[O:30])[O:31][CH2:32][CH3:33])[c:34]3[cH:35][cH:36][cH:37][cH:38][cH:39]3)[cH:40][cH:41]2)[n:6][c:7](-[c:9]2[cH:10][cH:11][cH:12][cH:13][cH:14]2)[o:8]1.[ClH:42].[Na+:2].[O:43]1[CH2:44][CH2:45][CH2:46][CH2:47]1.[OH-:1]>>[CH3:3][c:4]1[c:5]([CH2:15][O:16][c:17]2[cH:18][cH:19][c:20]([CH2:21][O:22][N:23]=[C:24]([CH2:25][CH2:26][CH2:27][CH2:28][C:29](=[O:30])[OH:31])[c:34]3[cH:35][cH:36][cH:37][cH:38][cH:39]3)[cH:40][cH:41]2)[n:6][c:7](-[c:9]2[cH:10][cH:11][cH:12][cH:13][cH:14]2)[o:8]1. Reactants: [Li]CCCC, COCCOC, CCCCCC, O=S(=O)(Cc1cnccc1Cl)c1ccc(Cl)cc1, ICCCCCI, O. The product is O=S(=O)(c1ccc(Cl)cc1)C1(c2cnccc2Cl)CCCCC1. Reaction SMILES: [CH2:1]([Li:2])[CH2:3][CH2:4][CH3:5].[CH2:38]([CH2:39][O:40][CH3:41])[O:42][CH3:43].[CH3:6][CH2:7][CH2:8][CH2:9][CH2:10][CH3:11].[Cl:12][c:13]1[c:14]([CH2:19][S:20](=[O:21])(=[O:22])[c:23]2[cH:24][cH:25][c:26]([Cl:29])[cH:27][cH:28]2)[cH:15][n:16][cH:17][cH:18]1.[I:30][CH2:31][CH2:32][CH2:33][CH2:34][CH2:35][I:36].[OH2:37]>>[CH2:6]1[CH2:7][CH2:8][CH2:9][CH2:10][C:19]1([c:14]1[c:13]([Cl:12])[cH:18][cH:17][n:16][cH:15]1)[S:20](=[O:21])(=[O:22])[c:23]1[cH:24][cH:25][c:26]([Cl:29])[cH:27][cH:28]1. Procedure: From 6-chloro-N-(4-methoxy-7-mopholin-4-yl-benzothiazol-2-yl)-nicotinamide with sodium hydride and butanol in dioxane and DMF. ES-MS m/e (%): 465 (M+Na+, 40), 443 (M+H+, 100). Yields the product C(CCC)OC1=NC=C(C(=O)NC=2SC3=C(N2)C(=CC=C3N3CCOCC3)OC)C=C1 (6-Butoxy-N-(4-methoxy-7-morpholin-4-yl-benzothiazol-2-yl)-nicotinamide). Reactants: ClC1=NC=C(C(=O)NC=2SC3=C(N2)C(=CC=C3N3CCOCC3)OC)C=C1 (6-chloro-N-(4-methoxy-7-mopholin-4-yl-benzothiazol-2-yl)-nicotinamide), [H-].[Na+] (sodium hydride), C(CCC)O (butanol). Run in O1CCOCC1 (dioxane), CN(C)C=O (DMF). Reaction SMILES: Cl[C:2]1[CH:27]=[CH:26][C:5]([C:6]([NH:8][C:9]2[S:10][C:11]3[C:17]([N:18]4[CH2:23][CH2:22][O:21][CH2:20][CH2:19]4)=[CH:16][CH:15]=[C:14]([O:24][CH3:25])[C:12]=3[N:13]=2)=[O:7])=[CH:4][N:3]=1.[H-].[Na+].[CH2:30]([OH:34])[CH2:31][CH2:32][CH3:33]>O1CCOCC1.CN(C=O)C>[CH2:30]([O:34][C:2]1[CH:27]=[CH:26][C:5]([C:6]([NH:8][C:9]2[S:10][C:11]3[C:17]([N:18]4[CH2:23][CH2:22][O:21][CH2:20][CH2:19]4)=[CH:16][CH:15]=[C:14]([O:24][CH3:25])[C:12]=3[N:13]=2)=[O:7])=[CH:4][N:3]=1)[CH2:31][CH2:32][CH3:33] |f:1.2|. Reactants: FC=1C=CC(=C2CC[C@H](C12)OC1=CC2=C([C@@H](CO2)CC(=O)OC)C=C1)B(O)O ((R)-7-fluoro-1-[(S)-3-methoxycarbonylmethyl-2,3-dihydrobenzofuran-6-yloxy]-2,3-dihydro-1H-inden-4-ylboronic acid), CC1=NOC2=C1C=CC(=C2)O (3-methyl-benzo[d]isoxazol-6-ol), Intermediate 6. The product is COC(C[C@@H]1COC2=C1C=CC(=C2)O[C@@H]2CCC1=C(C=CC(=C21)F)OC2=CC1=C(C(=NO1)C)C=C2)=O ({(S)-6-[(R)-7-Fluoro-4-(3-methyl-benzo[d]isoxazol-6-yloxy)-indan-1-yloxy]-2,3-dihydro-benzofuran-3-yl}-acetic acid methyl ester). RXN SMILES: [F:1][C:2]1[CH:3]=[CH:4][C:5](B(O)O)=[C:6]2[C:10]=1[C@H:9]([O:11][C:12]1[CH:25]=[CH:24][C:15]3[C@H:16]([CH2:19][C:20]([O:22][CH3:23])=[O:21])[CH2:17][O:18][C:14]=3[CH:13]=1)[CH2:8][CH2:7]2.[CH3:29][C:30]1[C:34]2[CH:35]=[CH:36][C:37]([OH:39])=[CH:38][C:33]=2[O:32][N:31]=1>>[CH3:23][O:22][C:20](=[O:21])[CH2:19][C@H:16]1[C:15]2[CH:24]=[CH:25][C:12]([O:11][C@H:9]3[C:10]4[C:6](=[C:5]([O:39][C:37]5[CH:36]=[CH:35][C:34]6[C:30]([CH3:29])=[N:31][O:32][C:33]=6[CH:38]=5)[CH:4]=[CH:3][C:2]=4[F:1])[CH2:7][CH2:8]3)=[CH:13][C:14]=2[O:18][CH2:17]1. Procedure: The title compound is prepared from (R)-7-fluoro-1-[(S)-3-methoxycarbonylmethyl-2,3-dihydrobenzofuran-6-yloxy]-2,3-dihydro-1H-inden-4-ylboronic acid and 3-methyl-benzo[d]isoxazol-6-ol following a procedure analogous to that described for Intermediate 6. LC (method 3): tR=0.66 min; Mass spectrum (ESI+): m/z=490 [M+H]+.